From a dataset of the Open Reaction Database (ORD), a public repository of structured organic reaction records. describe an organic reaction: reactants, conditions, products, and yield The reactants are C(C)OC(C(CC1=CC(=CC=C1)N1N=C(C=C1NC(=O)NC1=CC=C(C=C1)Cl)C(C)(C)C)C)=O (3-(3-{3-t-butyl-5-[3-(4-chloro-phenyl)-ureido]-pyrazol-1-yl}-phenyl)-2-methyl-propionic acid ethyl ester), [Li+].[OH-] (LiOH). Run in CO (MeOH). The product is C(C)(C)(C)C1=NN(C(=C1)NC(=O)NC1=CC=C(C=C1)Cl)C=1C=C(C=CC1)CC(C(=O)O)C (3-(3-{3-t-butyl-5-[3-(4-chloro-phenyl)-ureido]-pyrazol-1-yl}-phenyl)-2-methyl-propionic acid). RXN SMILES: C([O:3][C:4](=[O:34])[CH:5]([CH3:33])[CH2:6][C:7]1[CH:12]=[CH:11][CH:10]=[C:9]([N:13]2[C:17]([NH:18][C:19]([NH:21][C:22]3[CH:27]=[CH:26][C:25]([Cl:28])=[CH:24][CH:23]=3)=[O:20])=[CH:16][C:15]([C:29]([CH3:32])([CH3:31])[CH3:30])=[N:14]2)[CH:8]=1)C.[Li+].[OH-]>CO>[C:29]([C:15]1[CH:16]=[C:17]([NH:18][C:19]([NH:21][C:22]2[CH:23]=[CH:24][C:25]([Cl:28])=[CH:26][CH:27]=2)=[O:20])[N:13]([C:9]2[CH:8]=[C:7]([CH2:6][CH:5]([CH3:33])[C:4]([OH:34])=[O:3])[CH:12]=[CH:11][CH:10]=2)[N:14]=1)([CH3:32])([CH3:30])[CH3:31] |f:1.2|. Reported procedure: A solution of Example 202 (15 mg, mmol) and 2N LiOH (3 mL) in MeOH (3 mL) was stirred at RT overnight. The reaction mixture was adjusted to pH=4, extracted with ethyl acetate (3×20 mL), the combined organic extracts were washed with brine, dried (Na2SO4), and filtered. After the filtrate was concentrated, the residue was purified by preparative-TLC to afford 3-(3-{3-t-butyl-5-[3-(4-chloro-phenyl)-ureido]-pyrazol-1-yl}-phenyl)-2-methyl-propionic acid as a racemate (13 mg, 90%). 1H NMR (DMSO): 12.... The reactants are C(=O)C1=CC(=C(C(=O)OC)C=C1)O (methyl 4-formyl-2-hydroxybenzoate), FC1=C(C(=O)OC)C(=CC(=C1)C=O)OC (methyl 2-fluoro-4-formyl-6-methoxybenzoate), [Al+3].[Cl-].[Cl-].[Cl-] (AlCl3). The product is FC1=C(C(=O)OC)C(=CC(=C1)C=O)O (methyl 2-fluoro-4-formyl-6-hydroxybenzoate). The yield is 97.1%. Reaction SMILES: C(C1C=CC(C(OC)=O)=C(O)C=1)=O.[F:14][C:15]1[CH:24]=[C:23]([CH:25]=[O:26])[CH:22]=[C:21]([O:27]C)[C:16]=1[C:17]([O:19][CH3:20])=[O:18].[Al+3].[Cl-].[Cl-].[Cl-]>>[F:14][C:15]1[CH:24]=[C:23]([CH:25]=[O:26])[CH:22]=[C:21]([OH:27])[C:16]=1[C:17]([O:19][CH3:20])=[O:18] |f:2.3.4.5|. Procedure: Followed procedure described in Intermediate 5, step 3 starting with methyl 2-fluoro-4-formyl-6-methoxybenzoate (280 mg, 1.3 mmol) and AlCl3 (350 mg, 2.6 mmol) where reaction was complete after refluxing 10 min. Isolated 250 mg of Intermediate 7, yield 96%. The reactants are CO (methyl alcohol), C(CCC)(=O)OCC (Ethyl butyrate), O[C@H]1C[C@@H]2CC[C@H]3[C@@H]4CC[C@H](C(C)=O)[C@]4(CC([C@@H]3[C@]2(CC1)C)=O)C (3α-hydroxy-5α-pregnane-11,20-dione), [H-].[Na+] (sodium hydride). Procedure: Ethyl butyrate (0.84 ml) was added to a mixture of 3α-hydroxy-5α-pregnane-11,20-dione (665 mg) and sodium hydride (150 mg.) in dry dimethyl sulphoxide (10 ml.). The mixture was stirred, under N2, for 13/4 hrs. The reaction mixture was treated with methyl alcohol to destroy excess sodium hydride, then poured into 2N-hydrochloric acid. The product was extracted with ethyl acetate and the combined extracts were washed with water, dried and evaporated. Preparative t.l.c. of the residue (859 mg.) gav... Run at time 4 hour. Run in CS(=O)C (dimethyl sulphoxide). RXN SMILES: [C:1](OCC)(=[O:5])[CH2:2][CH2:3][CH3:4].[OH:9][C@@H:10]1[CH2:29][CH2:28][C@@:27]2([CH3:30])[C@@H:12]([CH2:13][CH2:14][C@@H:15]3[C@@H:26]2[C:25](=[O:31])[CH2:24][C@@:23]2([CH3:32])[C@H:16]3[CH2:17][CH2:18][C@@H:19]2[C:20](=[O:22])[CH3:21])[CH2:11]1.[H-].[Na+].CO>CS(C)=O>[C:1]([CH2:21][C:20](=[O:22])[C@@H:19]1[C@:23]2([CH3:32])[C@H:16]([C@H:15]3[C@H:26]([C:25](=[O:31])[CH2:24]2)[C@:27]2([CH3:30])[C@H:12]([CH2:11][C@H:10]([OH:9])[CH2:29][CH2:28]2)[CH2:13][CH2:14]3)[CH2:17][CH2:18]1)(=[O:5])[CH2:2][CH2:3][CH3:4] |f:2.3|. Product: C(CCC)(=O)CC([C@H]1CC[C@H]2[C@@H]3CC[C@H]4C[C@@H](CC[C@]4(C)[C@H]3C(C[C@]12C)=O)O)=O (21-Butyryl-3α-hydroxy-5α-pregnane-11,20-dione). Reactants: O=C1C(CN2C1=CC=1C=CC=CC21)C(=O)OCC (ethyl 2,3-dihydro-1-oxo-1H-pyrrolo[1,2-a]indole-2-carboxylate). The reagents and catalysts are [Ni] (Raney nickel), [Ni] (Raney nickel). The solvent is C(C)O (ethanol), O (water). Reaction conditions: time 5.5 hour. The product is C1C(CN2C1=CC=1C=CC=CC21)C(=O)OCC (ethyl 2,3-dihydro-1H-pyrrolo[1,2-a]indole-2-carboxylate). The yield is 13.3%. Reaction SMILES: O=[C:2]1[C:6]2=[CH:7][C:8]3[CH:9]=[CH:10][CH:11]=[CH:12][C:13]=3[N:5]2[CH2:4][CH:3]1[C:14]([O:16][CH2:17][CH3:18])=[O:15]>[Ni].C(O)C.O>[CH2:2]1[C:6]2=[CH:7][C:8]3[CH:9]=[CH:10][CH:11]=[CH:12][C:13]=3[N:5]2[CH2:4][CH:3]1[C:14]([O:16][CH2:17][CH3:18])=[O:15]. Procedure: 6 spoon spatula measures of Raney nickel were added to a solution of 5.08 g of ethyl 2,3-dihydro-1-oxo-1H-pyrrolo[1,2-a]indole-2-carboxylate in 180 ml of ethanol and 90 ml of water. The mixture was heated to reflux for 10 hours. Then, an additional 3 spoon spatula measures of Raney nickel were added. Heating was continued for 5.5 hours, whereupon the mixture was cooled and filtered. The filter residue was washed with ethyl acetate and dichloromethane. The combined filtrate and washings were evap...